This data is from the Open Reaction Database (ORD), a public repository of structured organic reaction records. The task is: describe an organic reaction: reactants, conditions, products, and yield RXN SMILES: [C:49].[CH3:41][OH:42].[CH3:43][CH2:44][O:45][C:46](=[O:47])[CH3:48].[Na+:27].[Na+:28].[O-:29][C:30](=[O:31])[O-:32].[OH2:26].[Pd:50].[c:1]1([CH2:2][O:3][C:9](=[O:10])[NH:11][CH:12]([CH2:13][CH:14]([CH3:15])[CH3:16])[C:17](=[O:18])[NH:19][CH:20]([CH:21]([CH3:22])[CH3:23])[CH2:24][OH:25])[cH:4][cH:5][cH:6][cH:7][cH:8]1.[o:33]1[c:34]([C:38]([Cl:39])=[O:40])[cH:35][cH:36][cH:37]1>>[C:9](=[O:10])([NH:11][CH:12]([CH2:13][CH:14]([CH3:15])[CH3:16])[C:17](=[O:18])[NH:19][CH:20]([CH:21]([CH3:22])[CH3:23])[CH2:24][OH:25])[c:34]1[o:33][cH:37][cH:36][cH:35]1. Product: CC(C)CC(NC(=O)c1ccco1)C(=O)NC(CO)C(C)C. Starting materials: C, CO, CCOC(C)=O, [Na+], [Na+], O=C([O-])[O-], O, [Pd], CC(C)CC(NC(=O)OCc1ccccc1)C(=O)NC(CO)C(C)C, O=C(Cl)c1ccco1. Starting materials: C1(C=2C(C(N1C1[C@@H]3N(C(=C(CS3)COC(C)=O)C(=O)OC(C)(C)C)C1=O)=O)=CC=CC2)=O (t-butyl 7-phthalimido-3-acetoxymethyl-3-cephem-4-carboxylate), O (water), C1CCOC1 (THF), [OH-].[Na+] (NaOH). Run in C(C)(=O)OCC (ethyl acetate). Reaction conditions: time 5 minute. Yields the product C(=O)(O)C1=C(C(=O)NC2[C@@H]3N(C(=C(CS3)COC(C)=O)C(=O)OC(C)(C)C)C2=O)C=CC=C1 (t-Butyl 7-(2-carboxybenzamido)-3-acetoxymethyl-3-cephem-4-carboxylate). Yield: 83.0%. RXN SMILES: [C:1]1(=[O:32])[N:5]([CH:6]2[C:25](=[O:26])[N:8]3[C:9]([C:18]([O:20][C:21]([CH3:24])([CH3:23])[CH3:22])=[O:19])=[C:10]([CH2:13][O:14][C:15](=[O:17])[CH3:16])[CH2:11][S:12][C@H:7]23)[C:4](=[O:27])[C:3]2=[CH:28][CH:29]=[CH:30][CH:31]=[C:2]12.C1C[O:36]CC1.[OH-].[Na+].O>C(OCC)(=O)C>[C:1]([C:2]1[CH:31]=[CH:30][CH:29]=[CH:28][C:3]=1[C:4]([NH:5][CH:6]1[C:25](=[O:26])[N:8]2[C:9]([C:18]([O:20][C:21]([CH3:22])([CH3:24])[CH3:23])=[O:19])=[C:10]([CH2:13][O:14][C:15](=[O:17])[CH3:16])[CH2:11][S:12][C@H:7]12)=[O:27])([OH:36])=[O:32] |f:2.3|. Procedure: A solution of 458 mg. (1 mmol.) of t-butyl 7-phthalimido-3-acetoxymethyl-3-cephem-4-carboxylate in 10 ml. of THF was cooled in an ice water bath, and 1.1 ml. of 1N NaOH were then added. After stirring for 5 min., 10 ml. of water and 30 ml. of ethyl acetate were added. The ethyl acetate layer was separated, and 70 mg. of starting material were recovered therefrom. The aqueous layer was acidified to pH 4.0, and the acidified layer was extracted with ethyl acetate. After workup, 330 mg. (83%) of th... Starting materials: CO, CC(=O)O, Nc1ccc(OS(=O)(=O)c2c(Cl)cccc2Cl)cc1[N+](=O)[O-], [Fe]. Yields the product Nc1ccc(OS(=O)(=O)c2c(Cl)cccc2Cl)cc1N. RXN SMILES: [CH3:23][OH:24].[CH3:25][C:26](=[O:27])[OH:28].[Cl:1][c:2]1[c:3]([S:9](=[O:10])(=[O:11])[O:12][c:13]2[cH:14][c:15]([N+:20]([O-:21])=[O:22])[c:16]([NH2:19])[cH:17][cH:18]2)[c:4]([Cl:8])[cH:5][cH:6][cH:7]1.[Fe:29]>>[Cl:1][c:2]1[c:3]([S:9](=[O:10])(=[O:11])[O:12][c:13]2[cH:14][c:15]([NH2:20])[c:16]([NH2:19])[cH:17][cH:18]2)[c:4]([Cl:8])[cH:5][cH:6][cH:7]1. Starting materials: N1(CCCC1)CCCOC1=CC=C(C=C1)C1(CCOCC1)C=O (4-[4-(3-Pyrrolidin-1-ylpropoxy)phenyl]tetrahydro-2H-pyran-4-carbaldehyde), N1CCC(CC1)CO (4-piperidinemethanol). The reagents and catalysts are CC([O-])C.[Ti+4].CC([O-])C.CC([O-])C.CC([O-])C (titanium (IV) isopropoxide). Solvent: C(C)O (ethanol). The product is N1(CCCC1)CCCOC1=CC=C(C=C1)C1(CCOCC1)CN1CCC(CC1)CO ((1-{4-[4-(3-Pyrrolidin-1-ylpropoxy)phenyl]tetrahydropyran-4-ylmethyl}piperidin-4-yl)-methanol). The yield is 89.3%. RXN SMILES: [N:1]1([CH2:6][CH2:7][CH2:8][O:9][C:10]2[CH:15]=[CH:14][C:13]([C:16]3([CH:22]=O)[CH2:21][CH2:20][O:19][CH2:18][CH2:17]3)=[CH:12][CH:11]=2)[CH2:5][CH2:4][CH2:3][CH2:2]1.[NH:24]1[CH2:29][CH2:28][CH:27]([CH2:30][OH:31])[CH2:26][CH2:25]1>CC(C)[O-].[Ti+4].CC(C)[O-].CC(C)[O-].CC(C)[O-].C(O)C>[N:1]1([CH2:6][CH2:7][CH2:8][O:9][C:10]2[CH:11]=[CH:12][C:13]([C:16]3([CH2:22][N:24]4[CH2:29][CH2:28][CH:27]([CH2:30][OH:31])[CH2:26][CH2:25]4)[CH2:21][CH2:20][O:19][CH2:18][CH2:17]3)=[CH:14][CH:15]=2)[CH2:5][CH2:4][CH2:3][CH2:2]1 |f:2.3.4.5.6|. Procedure: 4-[4-(3-Pyrrolidin-1-ylpropoxy)phenyl]tetrahydro-2H-pyran-4-carbaldehyde (700 mg, 2.205 mmol, 1 wt), 4-piperidinemethanol (485 mg, 4.21 mmol), absolute ethanol (28 ml, 40 vol), activated 3 Å molecular sieves (700 mg), titanium (IV) isopropoxide (3.25 ml, 11.03 mmol) and STAB (3.97 g, 18.7 mmol) was reacted in accordance with the general procedure D. The isolated waxy solid was purified by column chromatography on silica eluting with DCM:MeOH:NH3 95:4:1 to give the title compound as a colorless o... Reactants: BrC1=C(C(=CC(=C1)[N+](=O)[O-])CC=C)O (2-Bromo-6-prop-2-enyl-4-nitrophenol), CO (methanol). Solvent: ClCCl (dichloromethane). Yields the product BrC1=C(C(=CC(=C1)[N+](=O)[O-])CCO)O (2-Bromo-6-(2-hydroxyethyl)-4-nitrophenol). As a reaction SMILES: [Br:1][C:2]1[CH:7]=[C:6]([N+:8]([O-:10])=[O:9])[CH:5]=[C:4]([CH2:11][CH:12]=C)[C:3]=1[OH:14].C[OH:16]>ClCCl>[Br:1][C:2]1[CH:7]=[C:6]([N+:8]([O-:10])=[O:9])[CH:5]=[C:4]([CH2:11][CH2:12][OH:16])[C:3]=1[OH:14]. Reported procedure: 2-Bromo-6-prop-2-enyl-4-nitrophenol (5.8 g) was dissolved in dichloromethane (30 ml) and methanol (30 ml) and the resulting solution was cooled to -78° C. Ozone was bubbled through the solution until a faint blue coloration was observed and all starting material had reacted. The solution was purged with nitrogen, sodium borohydride (850 g) was added and the solution was allowed to come to room temperature. The solvent was evaporated and the residue was dispersed between ethyl acetate and HCl (1N... Reactants: IC (Iodomethane), C(C1=CC=CC=C1)(=O)OCC(=O)C1=C(C=CC=C1)N (2-(2-aminophenyl)-2-oxoethyl benzoate), C([O-])([O-])=O.[K+].[K+] (potassium carbonate). Run in CN(C=O)C (dimethylformamide). Conditions: time 21 hour. Yields the product C(C1=CC=CC=C1)(=O)OCC(=O)C1=C(C=CC=C1)NC (2-[2(methylamino)phenyl]-2-oxoethyl benzoate). As a reaction SMILES: IC.[C:3]([O:11][CH2:12][C:13]([C:15]1[CH:20]=[CH:19][CH:18]=[CH:17][C:16]=1[NH2:21])=[O:14])(=[O:10])[C:4]1[CH:9]=[CH:8][CH:7]=[CH:6][CH:5]=1.[C:22](=O)([O-])[O-].[K+].[K+]>CN(C)C=O>[C:3]([O:11][CH2:12][C:13]([C:15]1[CH:20]=[CH:19][CH:18]=[CH:17][C:16]=1[NH:21][CH3:22])=[O:14])(=[O:10])[C:4]1[CH:5]=[CH:6][CH:7]=[CH:8][CH:9]=1 |f:2.3.4|. Procedure details: Iodomethane (55.8 ml) was added to a stirred suspension of 2-(2-aminophenyl)-2-oxoethyl benzoate (109 g) and potassium carbonate (1 )8 g) in dry dimethylformamide (400 ml) at ambient temperature. The mixture was stirred at this temperature for 21hours and then at 40° for 5 hours. The solvent was removed under reduced pressure at 60°, water (100 ml) was added and the mixture extracted with dichloromethane (3×200 ml). The combined extracts were dried over sodium sulphate and the solvent was remove... Reactants: NC1=C2C(N(C(C2=CC=C1)=O)C1(C(NC(C(C1)OC(C)=O)=O)=O)F)=O (3-(4-amino-1,3-dioxoisoindolin-2-yl)-3-fluoro-2,6-dioxo-5-acetoxypiperidine), C1(=CC=C(C=C1)S(=O)(=O)O)C (p-toluenesulfonic acid). The solvent is CO (methanol). The product is NC1=C2C(N(C(C2=CC=C1)=O)C1(C(NC(C(C1)O)=O)=O)F)=O (4-amino-2-(3-fluoro-5-hydroxy-2,6-dioxopiperid-3-yl)isoindoline-1,3-dione). RXN SMILES: [NH2:1][C:2]1[CH:10]=[CH:9][CH:8]=[C:7]2[C:3]=1[C:4](=[O:25])[N:5]([C:12]1([F:24])[CH2:17][CH:16]([O:18]C(=O)C)[C:15](=[O:22])[NH:14][C:13]1=[O:23])[C:6]2=[O:11].C1(C)C=CC(S(O)(=O)=O)=CC=1>CO>[NH2:1][C:2]1[CH:10]=[CH:9][CH:8]=[C:7]2[C:3]=1[C:4](=[O:25])[N:5]([C:12]1([F:24])[CH2:17][CH:16]([OH:18])[C:15](=[O:22])[NH:14][C:13]1=[O:23])[C:6]2=[O:11]. Reported procedure: A solution of 3-(4-amino-1,3-dioxoisoindolin-2-yl)-3-fluoro-2,6-dioxo-5-acetoxypiperidine (1 g, 2.9 mmol) and p-toluenesulfonic acid. (0.28 g, 1.5 mmol) in methanol (10 mL) is heated at reflux for 5 h. The solvent is removed in vacuo to give 4-amino-2-(3-fluoro-5-hydroxy-2,6-dioxopiperid-3-yl)isoindoline-1,3-dione which is further purified by column chromatography. Starting materials: IC1=CN(C2=NC=C(C=C21)C=2C=C(C=CC2)C(=O)N2CCOCC2)S(=O)(=O)C2=CC=C(C)C=C2 ((3-(3-iodo-1-tosyl-1H-pyrrolo[2,3-b]pyridin-5-yl)phenyl)(morpholino)methanone), FC1=C(C=CC=C1)B(O)O (2-fluorophenylboronic acid), ClCCl (dichloromethane), C([O-])([O-])=O.[Na+].[Na+] (sodium carbonate). Run in C(C)#N (acetonitrile), O (water). Product: FC1=C(C=CC=C1)C1=CN(C2=NC=C(C=C21)C=2C=C(C=CC2)C(=O)N2CCOCC2)S(=O)(=O)C2=CC=C(C)C=C2 ((3-(3-(2-fluorophenyl)-1-tosyl-1H-pyrrolo[2,3-b]pyridin-5-yl)phenyl)(morpholino)methanone). As a reaction SMILES: I[C:2]1[C:10]2[C:5](=[N:6][CH:7]=[C:8]([C:11]3[CH:12]=[C:13]([C:17]([N:19]4[CH2:24][CH2:23][O:22][CH2:21][CH2:20]4)=[O:18])[CH:14]=[CH:15][CH:16]=3)[CH:9]=2)[N:4]([S:25]([C:28]2[CH:34]=[CH:33][C:31]([CH3:32])=[CH:30][CH:29]=2)(=[O:27])=[O:26])[CH:3]=1.[F:35][C:36]1[CH:41]=[CH:40][CH:39]=[CH:38][C:37]=1B(O)O.ClCCl.C(=O)([O-])[O-].[Na+].[Na+]>C(#N)C.O>[F:35][C:36]1[CH:41]=[CH:40][CH:39]=[CH:38][C:37]=1[C:2]1[C:10]2[C:5](=[N:6][CH:7]=[C:8]([C:11]3[CH:12]=[C:13]([C:17]([N:19]4[CH2:24][CH2:23][O:22][CH2:21][CH2:20]4)=[O:18])[CH:14]=[CH:15][CH:16]=3)[CH:9]=2)[N:4]([S:25]([C:28]2[CH:34]=[CH:33][C:31]([CH3:32])=[CH:30][CH:29]=2)(=[O:27])=[O:26])[CH:3]=1 |f:3.4.5|. Procedure details: A mixture of (3-(3-iodo-1-tosyl-1H-pyrrolo[2,3-b]pyridin-5-yl)phenyl)(morpholino)methanone (40 mg, 0.068 mmol), 2-fluorophenylboronic acid (18 mg, 0.128 mmol), [1,1′-Bis(diphenylphosphino)ferrocene]dichloropalladium(II) complex, with dichloromethane (3.9 mg, 0,005 mmol) and sodium carbonate (2M aqueous solution, 0.102 mL, 0.204 mmol) in acetonitrile (1 mL) was heated in a Personal microwave at 90° C. for 30 min. The resulting mixture was diluted with water and extracted with ethyl acetate. The o... The reactants are O=C(CBr)c1ccc(OCc2ccc(Cl)c(Cl)c2)cc1, O=C([O-])[O-], CC(C)=O, N#Cc1ccc(F)c(O)c1, [K+], [K+]. Product: N#Cc1ccc(F)c(OCC(=O)c2ccc(OCc3ccc(Cl)c(Cl)c3)cc2)c1. RXN SMILES: [Br:11][CH2:12][C:13](=[O:14])[c:15]1[cH:16][cH:17][c:18]([O:21][CH2:22][c:23]2[cH:24][c:25]([Cl:30])[c:26]([Cl:29])[cH:27][cH:28]2)[cH:19][cH:20]1.[C:31](=[O:32])([O-:33])[O-:34].[CH3:37][C:38](=[O:39])[CH3:40].[F:1][c:2]1[c:3]([OH:10])[cH:4][c:5]([C:6]#[N:7])[cH:8][cH:9]1.[K+:35].[K+:36]>>[F:1][c:2]1[c:3]([O:10][CH2:12][C:13](=[O:14])[c:15]2[cH:16][cH:17][c:18]([O:21][CH2:22][c:23]3[cH:24][c:25]([Cl:30])[c:26]([Cl:29])[cH:27][cH:28]3)[cH:19][cH:20]2)[cH:4][c:5]([C:6]#[N:7])[cH:8][cH:9]1. Reactants: FC1=CC=C(C=C1)[C@@H](CC(=O)N[C@H]1CC2=CC=C(C=C2CC1)C=C)NS(=O)(=O)C1=CC(=CC=C1)C(F)(F)F (3-(R)-(4-fluoro-phenyl)-3-(3-trifluoromethyl-benzenesulfonylamino)-N-(6-vinyl-1,2,3,4-tetrahydro-naphthalen-2-(R)-yl)-propionamide), C(C)(C)(C)O.C1CCOC1.O (t-butanol THF water), C[N+]1(CCOCC1)[O-] (NMO), P(=O)([O-])([O-])[O-] (phosphate), NaIO4. The reagents and catalysts are O=[Os](=O)(=O)=O (OsO4). Run in mixture, CCOC(=O)C (EtOAc). Conditions: time 8 hour. Yields the product FC1=CC=C(C=C1)[C@@H](CC(=O)N[C@H]1CC2=CC=C(C=C2CC1)C=O)NS(=O)(=O)C1=CC(=CC=C1)C(F)(F)F (3-(R)-(4-fluoro-phenyl)-N-(6-formyl-1, 2,3,4-tetrahydro-naphthalen-2-(R)-yl)-3-(3-trifluoromethyl-benzenesulfonylamino)-propionamide). Reaction SMILES: [F:1][C:2]1[CH:7]=[CH:6][C:5]([C@H:8]([NH:25][S:26]([C:29]2[CH:34]=[CH:33][CH:32]=[C:31]([C:35]([F:38])([F:37])[F:36])[CH:30]=2)(=[O:28])=[O:27])[CH2:9][C:10]([NH:12][C@@H:13]2[CH2:22][CH2:21][C:20]3[C:15](=[CH:16][CH:17]=[C:18]([CH:23]=C)[CH:19]=3)[CH2:14]2)=[O:11])=[CH:4][CH:3]=1.C([OH:43])(C)(C)C.C1COCC1.O.C[N+]1([O-])CCOCC1.P([O-])([O-])([O-])=O>CCOC(C)=O.O=[Os](=O)(=O)=O>[F:1][C:2]1[CH:7]=[CH:6][C:5]([C@H:8]([NH:25][S:26]([C:29]2[CH:34]=[CH:33][CH:32]=[C:31]([C:35]([F:38])([F:36])[F:37])[CH:30]=2)(=[O:27])=[O:28])[CH2:9][C:10]([NH:12][C@@H:13]2[CH2:22][CH2:21][C:20]3[C:15](=[CH:16][CH:17]=[C:18]([CH:23]=[O:43])[CH:19]=3)[CH2:14]2)=[O:11])=[CH:4][CH:3]=1 |f:1.2.3|. Reported procedure: To a solution of 3-(R)-(4-fluoro-phenyl)-3-(3-trifluoromethyl-benzenesulfonylamino)-N-(6-vinyl-1,2,3,4-tetrahydro-naphthalen-2-(R)-yl)-propionamide (314 mg, 0.575 mmol) in 13 mL of a mixture solvent t-butanol/THF/water (10:2:1) was added NMO (135 mg, 1.15 mmol), followed by OsO4 (2.5% w/w in t-butanol, 175 mg, 0.017 mmol). After stirring overnight at RT, 4 mL of pH=7.2 phosphate buffer was added, followed by NaIO4 (615 mg, 2.875 mmol). After stirring for 5 h at RT, the solution was diluted with ...